Dataset: the Open Reaction Database (ORD), a public repository of structured organic reaction records. Task: describe an organic reaction: reactants, conditions, products, and yield The reactants are CC=1NC2=C(C=C(C(=C2C1)N1CCOCC1)F)Br (2-methyl-4-morpholino-5-fluoro-7-bromoindole), [H][H] (hydrogen), [OH-].[Na+] (sodium hydroxide). Reagents/catalysts: [C].[Pd] (palladium-carbon). Solvent: C(C)O (ethanol). Product: CC=1NC2=CC=C(C(=C2C1)N1CCOCC1)F (2-methyl-4-morpholino-5-fluoroindole). The yield is 65.7%. As a reaction SMILES: [CH3:1][C:2]1[NH:3][C:4]2[C:9]([CH:10]=1)=[C:8]([N:11]1[CH2:16][CH2:15][O:14][CH2:13][CH2:12]1)[C:7]([F:17])=[CH:6][C:5]=2Br.[OH-].[Na+].[H][H]>C(O)C.[C].[Pd]>[CH3:1][C:2]1[NH:3][C:4]2[C:9]([CH:10]=1)=[C:8]([N:11]1[CH2:12][CH2:13][O:14][CH2:15][CH2:16]1)[C:7]([F:17])=[CH:6][CH:5]=2 |f:1.2,5.6|. Reported procedure: To a solution of 24 g of 2-methyl-4-morpholino-5-fluoro-7-bromoindole in 200 ml of ethanol was added 1 of palladium-carbon and then 15 ml of a 20% aqueous sodium hydroxide solution. This mixture was subjected to catalytic reduction at room temperature and at atmospheric pressure. The reaction was stopped when a theoretical amount (about 1.7 l) of hydrogen was absorbed, and the catalyst was removed by filtration followed by concentration. The residue was purified through silica gel column chromat... Reactants: [Si](C)(C)(C(C)(C)C)O[C@H](COC=1C=CC(=NC1)NC=1C(N(N=C(C1)Cl)C)=O)COC ((S)-4-(5-(2-(tert-butyldimethylsilyloxy)-3-methoxypropoxy)pyridin-2-ylamino)-6-chloro-2-methylpyridazin-3(2H)-one), C(C)(=O)OCC1=C(C=CC=C1B1OC(C(O1)(C)C)(C)C)N1C(C2=C(C=C(C=C2C=N1)C(C)(C)C)F)=O (2-(6-tert-butyl-8-fluoro-1-oxophthalazin-2(1H)-yl)-6-(4,4,5,5-tetramethyl-1,3,2-dioxaborolan-2-yl)benzyl acetate), [Si](C)(C)(C(C)(C)C)O[C@H](COC=1C=CC(=NC1)NC=1C(N(N=C(C1)Cl)C)=O)COC ((S)-4-(5-(2-(tert-butyldimethylsilyloxy)-3-methoxypropoxy)-pyridin-2-ylamino)-6-chloro-2-methylpyridazin-3(2H)-one), CC(C)C1=CC(=C(C(=C1)C(C)C)C2=C(C=CC=C2)P(C3CCCCC3)C4CCCCC4)C(C)C (X-PHOS), [O-]P(=O)([O-])[O-].[K+].[K+].[K+] (potassium phosphate tribasic), [OH-].[Na+] (NaOH). The reagents and catalysts are C=1C=CC(=CC1)/C=C/C(=O)/C=C/C2=CC=CC=C2.C=1C=CC(=CC1)/C=C/C(=O)/C=C/C2=CC=CC=C2.[Pd] (bis(dibenzylideneacetone)-palladium (0)). Solvent: C(CCC)O (n-butanol), O (H2O), C1CCOC1 (THF), O (water). Run at temperature 110 celsius, time 20 hour. Product: C(C)(C)(C)C=1C=C2C=NN(C(C2=C(C1)F)=O)C1=C(C(=CC=C1)C1=NN(C(C(=C1)NC1=NC=C(C=C1)OC[C@H](COC)O[Si](C)(C)C(C)(C)C)=O)C)CO (6-tert-Butyl-2-[3-(5-{5-[(S)-2-(tert-butyl-dimethyl-silanyloxy)-3-methoxy-propoxy]-pyridin-2-ylamino}-1-methyl-6-oxo-1,6-dihydro-pyridazin-3-yl)-2-hydroxymethylphenyl]-8-fluoro-2H-phthalazin-1-one). Isolated yield 74.5%. As a reaction SMILES: [Si:1]([O:8][C@@H:9]([CH2:28][O:29][CH3:30])[CH2:10][O:11][C:12]1[CH:13]=[CH:14][C:15]([NH:18][C:19]2[C:20](=[O:27])[N:21]([CH3:26])[N:22]=[C:23](Cl)[CH:24]=2)=[N:16][CH:17]=1)([C:4]([CH3:7])([CH3:6])[CH3:5])([CH3:3])[CH3:2].C([O:34][CH2:35][C:36]1[C:41](B2OC(C)(C)C(C)(C)O2)=[CH:40][CH:39]=[CH:38][C:37]=1[N:51]1[N:60]=[CH:59][C:58]2[C:53](=[C:54]([F:65])[CH:55]=[C:56]([C:61]([CH3:64])([CH3:63])[CH3:62])[CH:57]=2)[C:52]1=[O:66])(=O)C.CC(C1C=C(C(C)C)C(C2C=CC=CC=2P(C2CCCCC2)C2CCCCC2)=C(C(C)C)C=1)C.[O-]P([O-])([O-])=O.[K+].[K+].[K+].[OH-].[Na+]>C(O)CCC.C1COCC1.C1C=CC(/C=C/C(/C=C/C2C=CC=CC=2)=O)=CC=1.C1C=CC(/C=C/C(/C=C/C2C=CC=CC=2)=O)=CC=1.[Pd].O>[C:61]([C:56]1[CH:57]=[C:58]2[C:53](=[C:54]([F:65])[CH:55]=1)[C:52](=[O:66])[N:51]([C:37]1[CH:38]=[CH:39][CH:40]=[C:41]([C:23]3[CH:24]=[C:19]([NH:18][C:15]4[CH:14]=[CH:13][C:12]([O:11][CH2:10][C@@H:9]([O:8][Si:1]([C:4]([CH3:7])([CH3:6])[CH3:5])([CH3:3])[CH3:2])[CH2:28][O:29][CH3:30])=[CH:17][N:16]=4)[C:20](=[O:27])[N:21]([CH3:26])[N:22]=3)[C:36]=1[CH2:35][OH:34])[N:60]=[CH:59]2)([CH3:64])([CH3:62])[CH3:63] |f:3.4.5.6,7.8,11.12.13|. Reported procedure: In a 50 mL test tube, (S)-4-(5-(2-(tert-butyldimethylsilyloxy)-3-methoxypropoxy)pyridin-2-ylamino)-6-chloro-2-methylpyridazin-3(2H)-one (178 mg, 391 μmol) and 2-(6-tert-butyl-8-fluoro-1-oxophthalazin-2(1H)-yl)-6-(4,4,5,5-tetramethyl-1,3,2-dioxaborolan-2-yl)benzyl acetate (332 mg, 469 μmol) were combined in n-butanol (4 ml) to give a orange solution. 1 mL of water was added and the reaction mixture was purged with argon. X-PHOS (18.6 mg, 39.1 μmol) and potassium phosphate tribasic (166 mg, 782 μm... Starting materials: CCN(C(C)C)C(C)C, COc1cc2c(c3c1OC(C)(C)C3)C(c1cccc(C(=O)O)c1)=NC(C)(C)C2, CN(C)C=O, Cl, NC1CNC1=O, O. The product is COc1cc2c(c3c1OC(C)(C)C3)C(c1cccc(C(=O)NC3CNC3=O)c1)=NC(C)(C)C2. As a reaction SMILES: [CH2:30]([N:31]([CH:32]([CH3:33])[CH3:34])[CH:35]([CH3:36])[CH3:37])[CH3:38].[CH3:2][O:3][c:4]1[cH:5][c:6]2[c:11]([c:12]3[c:13]1[O:14][C:15]([CH3:17])([CH3:18])[CH2:16]3)[C:10]([c:19]1[cH:20][c:21]([C:22](=[O:23])[OH:24])[cH:25][cH:26][cH:27]1)=[N:9][C:8]([CH3:28])([CH3:29])[CH2:7]2.[CH3:46][N:47]([CH3:48])[CH:49]=[O:50].[ClH:1].[NH2:39][CH:40]1[C:41](=[O:44])[NH:42][CH2:43]1.[OH2:45]>>[CH3:2][O:3][c:4]1[cH:5][c:6]2[c:11]([c:12]3[c:13]1[O:14][C:15]([CH3:17])([CH3:18])[CH2:16]3)[C:10]([c:19]1[cH:20][c:21]([C:22](=[O:24])[NH:39][CH:40]3[C:41](=[O:44])[NH:42][CH2:43]3)[cH:25][cH:26][cH:27]1)=[N:9][C:8]([CH3:28])([CH3:29])[CH2:7]2. The reactants are Br.ClC1=C(C(=CC=C1)Cl)N=C1N(CCN1)O (2-[(2,6-dichlorophenyl)imino]-1-hydroxyimidazolidine hydrobromide), [OH-].[Na+] (caustic soda). The solvent is O (water). Yields the product ClC1=C(C(=CC=C1)Cl)N=C1N(CCN1)O (2-[(2,6-dichlorophenyl)imino]-1-hydroxyimidazolidine). RXN SMILES: Br.[Cl:2][C:3]1[CH:8]=[CH:7][CH:6]=[C:5]([Cl:9])[C:4]=1[N:10]=[C:11]1[NH:15][CH2:14][CH2:13][N:12]1[OH:16].[OH-].[Na+]>O>[Cl:9][C:5]1[CH:6]=[CH:7][CH:8]=[C:3]([Cl:2])[C:4]=1[N:10]=[C:11]1[NH:15][CH2:14][CH2:13][N:12]1[OH:16] |f:0.1,2.3|. Procedure: 0.6 g. of 2-[(2,6-dichlorophenyl)imino]-1-hydroxyimidazolidine hydrobromide is dissolved in a little water and the pH is adjusted to 10 with 1 N caustic soda solution. The precipitate formed is extracted with methylene chloride. The organic extracts are dried over sodium sulfate and evaporated to dryness. The residue is recrystallized from acetonitrile, whereupon 2-[(2,6-dichlorophenyl)imino]-1-hydroxyimidazolidine, m.p. 215° (decomp.) is obtained.